From a dataset of the Open Reaction Database (ORD), a public repository of structured organic reaction records. describe an organic reaction: reactants, conditions, products, and yield The reactants are O=S(=O)(Cl)c1ccc(C2CCCC2)cc1F, ClCCl, COC(=O)c1sccc1N, c1ccncc1. Product: COC(=O)c1sccc1NS(=O)(=O)c1ccc(C2CCCC2)cc1F. RXN SMILES: [CH:1]1([c:6]2[cH:7][c:8]([F:16])[c:9]([S:12](=[O:13])(=[O:14])[Cl:15])[cH:10][cH:11]2)[CH2:2][CH2:3][CH2:4][CH2:5]1.[Cl:33][CH2:34][Cl:35].[NH2:17][c:18]1[c:19]([C:23](=[O:24])[O:25][CH3:26])[s:20][cH:21][cH:22]1.[cH:27]1[cH:28][cH:29][n:30][cH:31][cH:32]1>>[CH:1]1([c:6]2[cH:7][c:8]([F:16])[c:9]([S:12](=[O:13])(=[O:14])[NH:17][c:18]3[c:19]([C:23](=[O:24])[O:25][CH3:26])[s:20][cH:21][cH:22]3)[cH:10][cH:11]2)[CH2:2][CH2:3][CH2:4][CH2:5]1. Reactants: ClC1=C(C(=NC2=CC(=CC=C12)F)C1=NC=CC=C1)C#N (4-chloro-7-fluoro-2-(pyridin-2-yl)quinoline-3-carbonitrile), C1(CCCCC1)P(C1=C(C=CC=C1)C1=C(C=C(C=C1C(C)C)C(C)C)C(C)C)C1CCCCC1 (2-(dicyclohexylphosphino)-2′,4′,6′-tri-i-propyl-1,1′-biphenyl), CC1(CNC=2C1=NC=C(C2)N2CCOCC2)C (4-(3,3-dimethyl-2,3-dihydro-1H-pyrrolo[3,2-b]-pyridin-6-yl)morpholine), CC(C)([O-])C.[Na+] (sodium tert-butoxide). Reagents/catalysts: C=1C=CC(=CC1)/C=C/C(=O)/C=C/C2=CC=CC=C2.C=1C=CC(=CC1)/C=C/C(=O)/C=C/C2=CC=CC=C2.C=1C=CC(=CC1)/C=C/C(=O)/C=C/C2=CC=CC=C2.[Pd].[Pd] (Pd2dba3). Run in C1(=CC=CC=C1)C (toluene). Run at temperature 105 celsius, time 3 hour. Yields the product CC1(CN(C=2C1=NC=C(C2)N2CCOCC2)C2=C(C(=NC1=CC(=CC=C21)F)C2=NC=CC=C2)C#N)C (4-(3,3-dimethyl-6-morpholino-2,3-dihydro-1H-pyrrolo[3,2-b]pyridin-1-yl)-7-fluoro-2-(pyridin-2-yl)quinoline-3-carbonitrile). As a reaction SMILES: Cl[C:2]1[C:11]2[C:6](=[CH:7][C:8]([F:12])=[CH:9][CH:10]=2)[N:5]=[C:4]([C:13]2[CH:18]=[CH:17][CH:16]=[CH:15][N:14]=2)[C:3]=1[C:19]#[N:20].[CH3:21][C:22]1([CH3:37])[C:26]2=[N:27][CH:28]=[C:29]([N:31]3[CH2:36][CH2:35][O:34][CH2:33][CH2:32]3)[CH:30]=[C:25]2[NH:24][CH2:23]1.CC(C)([O-])C.[Na+].C1(P(C2CCCCC2)C2C=CC=CC=2C2C(C(C)C)=CC(C(C)C)=CC=2C(C)C)CCCCC1>C1C=CC(/C=C/C(/C=C/C2C=CC=CC=2)=O)=CC=1.C1C=CC(/C=C/C(/C=C/C2C=CC=CC=2)=O)=CC=1.C1C=CC(/C=C/C(/C=C/C2C=CC=CC=2)=O)=CC=1.[Pd].[Pd].C1(C)C=CC=CC=1>[CH3:21][C:22]1([CH3:37])[C:26]2=[N:27][CH:28]=[C:29]([N:31]3[CH2:36][CH2:35][O:34][CH2:33][CH2:32]3)[CH:30]=[C:25]2[N:24]([C:2]2[C:11]3[C:6](=[CH:7][C:8]([F:12])=[CH:9][CH:10]=3)[N:5]=[C:4]([C:13]3[CH:18]=[CH:17][CH:16]=[CH:15][N:14]=3)[C:3]=2[C:19]#[N:20])[CH2:23]1 |f:2.3,5.6.7.8.9|. Procedure details: A mixture of 4-chloro-7-fluoro-2-(pyridin-2-yl)quinoline-3-carbonitrile (30 mg, 0.11 mmol) (described herein), 4-(3,3-dimethyl-2,3-dihydro-1H-pyrrolo[3,2-b]-pyridin-6-yl)morpholine (30 mg, 0.13 mmol) (described herein), sodium tert-butoxide (30.5 mg, 0.32 mmol), 2-(dicyclohexylphosphino)-2′,4′,6′-tri-i-propyl-1,1′-biphenyl (15.12 mg, 0.032 mmol), Pd2dba3 (14.53 mg, 0.016 mmol), and toluene (1.0 mL) was stirred at 105° C. for 3 h, then cooled to rt and concentrated. The resulting residue was take... The reactants are C(C1=CC=CC=C1)OC=1C=C(C#N)C=CC1C=O (3-Benzyloxy-4-formylbenzonitrile), Cl (hydrochloric acid), [Br-].C(=O)(OCC)C[P+](C1=CC=CC=C1)(C1=CC=CC=C1)C1=CC=CC=C1 ((carboethoxymethyl)triphenylphosphonium bromide), CC(C)([O-])C.[K+] (potassium t-butoxide). The solvent is CN(C=O)C (N,N-dimethylformamide). Reaction conditions: time 18 hour. Yields the product C(C1=CC=CC=C1)OC=1C=C(CN)C=CC1CCCO (3-Benzyloxy-4-(3-hydroxypropyl)benzylamine). The yield is 18.8%. As a reaction SMILES: [CH2:1]([O:8][C:9]1[CH:10]=[C:11]([CH:14]=[CH:15][C:16]=1[CH:17]=O)[C:12]#[N:13])[C:2]1[CH:7]=[CH:6][CH:5]=[CH:4][CH:3]=1.[Br-].[C:20]([CH2:25][P+](C1C=CC=CC=1)(C1C=CC=CC=1)C1C=CC=CC=1)(OCC)=[O:21].CC(C)([O-])C.[K+].Cl>CN(C)C=O>[CH2:1]([O:8][C:9]1[CH:10]=[C:11]([CH:14]=[CH:15][C:16]=1[CH2:17][CH2:25][CH2:20][OH:21])[CH2:12][NH2:13])[C:2]1[CH:3]=[CH:4][CH:5]=[CH:6][CH:7]=1 |f:1.2,3.4|. Reported procedure: 3-Benzyloxy-4-formylbenzonitrile (0.93 g) and (carboethoxymethyl)triphenylphosphonium bromide (2.52 g) were suspended in N,N-dimethylformamide (10 mL). To the reaction mixture was added potassium t-butoxide (0.66 g), and the mixture was stirred at room temperature for 18 hours. To the reaction mixture was added 1 mol/L hydrochloric acid, and the resulting mixture was extracted with ethyl acetate. The organic layer was washed with brine and dried over anhydrous magnesium sulfate. The filtrate was... Yields the product C(C)OC(=O)C=1N=C(OC1)N1CCC(CC1)OC1=C(C=CC(=C1)F)Br (Ethyl-2-[4-(2-bromo-5-fluorophenoxy)piperidin-1-yl]-1,3-oxazole-4-carboxylate). RXN SMILES: [Br:1][C:2]1[CH:14]=[CH:13][C:12]([F:15])=[CH:11][C:3]=1[O:4][CH:5]1[CH2:10][CH2:9][NH:8][CH2:7][CH2:6]1.Cl[C:17]1[O:18][CH:19]=[C:20]([C:22]([O:24][CH2:25][CH3:26])=[O:23])[N:21]=1.CCN(C(C)C)C(C)C>CCO>[CH2:25]([O:24][C:22]([C:20]1[N:21]=[C:17]([N:8]2[CH2:7][CH2:6][CH:5]([O:4][C:3]3[CH:11]=[C:12]([F:15])[CH:13]=[CH:14][C:2]=3[Br:1])[CH2:10][CH2:9]2)[O:18][CH:19]=1)=[O:23])[CH3:26]. The reactants are BrC1=C(OC2CCNCC2)C=C(C=C1)F (4-(2-bromo-5-fluorophenoxy)piperidine), ClC=1OC=C(N1)C(=O)OCC (ethyl 2-chlorooxazole-4-carboxylate), CCN(C(C)C)C(C)C (DIPEA). Procedure: To a solution of 4-(2-bromo-5-fluorophenoxy)piperidine (3.281 g, 11.97 mmol) in EtOH (28.5 mL) was added ethyl 2-chlorooxazole-4-carboxylate (1 g, 5.70 mmol) and DIPEA (1.990 mL, 11.39 mmol). The reaction mixture was stirred at rt for 5 h. The solvent was evaporated under reduced pressure. The residue was diluted with 1N HCl and extracted with EtOAc. The combined organic layers were dried (MgSO4), filtered and evaporated under reduced pressure to give the title compound. Run at time 5 hour. The solvent is CCO (EtOH). RXN SMILES: [C:26]([BH3-:27])#[N:28].[CH3:30][OH:31].[F:1][c:2]1[cH:3][cH:4][c:5]([CH2:6][NH:7][C:8](=[O:9])[c:10]2[n:11][c:12]([CH:18]3[CH2:19][O:20][CH2:21][CH2:22][NH:23]3)[n:13][c:14]([OH:17])[c:15]2[OH:16])[cH:24][cH:25]1.[Na+:29]>>[F:1][c:2]1[cH:3][cH:4][c:5]([CH2:6][NH:7][C:8](=[O:9])[c:10]2[n:11][c:12]([CH:18]3[CH2:19][O:20][CH2:21][CH2:22][N:23]3[CH3:26])[n:13][c:14]([OH:17])[c:15]2[OH:16])[cH:24][cH:25]1. The product is CN1CCOCC1c1nc(O)c(O)c(C(=O)NCc2ccc(F)cc2)n1. The reactants are [BH3-]C#N, CO, O=C(NCc1ccc(F)cc1)c1nc(C2COCCN2)nc(O)c1O, [Na+]. Starting materials: C12C3=CC=CC=C3C(C=C1)CC2 (tricyclo[6.2.2.02,7]dodeca-2,4,6,9-tetraene), C1CCOC1 (THF), C1CCOC1 (THF). Conditions: time 8 hour. The product is [C@H]12C3=CC=CC=C3[C@@H](C(C1)O)CC2 ((9RS)-(1R*,8S*)-Tricyclo[6.2.2.02,7]dodeca-2,4,6-trien-9-ol). As a reaction SMILES: [CH:1]12[CH2:12][CH2:11][CH:8]([CH:9]=[CH:10]1)[C:7]1[C:2]2=[CH:3][CH:4]=[CH:5][CH:6]=1.C1C[O:16]CC1>>[C@@H:8]12[CH2:11][CH2:12][C@H:1]([CH:10]([OH:16])[CH2:9]1)[C:2]1[C:7]2=[CH:6][CH:5]=[CH:4][CH:3]=1. Procedure details: A solution of 15.8 g of tricyclo[6.2.2.02,7]dodeca-2,4,6,9-tetraene in 42 mL of THF was added to 82 mL of 1M BH3 in THF at 0° C. The reaction mixture was stirred overnight while the temperature reached rt. The reaction was quenched by addition of 40 mL of 0.3N NaOH solution followed by 134 mL of a 35% H2O2 solution. The mixture was extracted with Et2O, washed with H2O, dried over MgSO4 and concentrated in vacuo to obtain 17.7 g of the desired compound as yellow oil. The reactants are CC(C)(C)OC(=O)NC1C2CCC1Cc1cc(CCC=O)ccc1C2, [BH3-]C#N, CO, Cl, FC(F)(F)C1CCNCC1, [Na+]. Yields the product CC(C)(C)OC(=O)NC1C2CCC1Cc1cc(CCCN3CCC(C(F)(F)F)CC3)ccc1C2. As a reaction SMILES: [C:1]([CH3:2])([CH3:3])([CH3:4])[O:5][C:6]([NH:7][CH:8]1[CH:9]2[CH2:10][c:11]3[cH:12][c:13]([CH2:21][CH2:22][CH:23]=[O:24])[cH:14][cH:15][c:16]3[CH2:17][CH:18]1[CH2:19][CH2:20]2)=[O:25].[C:37]([BH3-:38])#[N:39].[CH3:41][OH:42].[ClH:26].[F:27][C:28]([CH:29]1[CH2:30][CH2:31][NH:32][CH2:33][CH2:34]1)([F:35])[F:36].[Na+:40]>>[C:1]([CH3:2])([CH3:3])([CH3:4])[O:5][C:6]([NH:7][CH:8]1[CH:9]2[CH2:10][c:11]3[cH:12][c:13]([CH2:21][CH2:22][CH2:23][N:32]4[CH2:31][CH2:30][CH:29]([C:28]([F:27])([F:35])[F:36])[CH2:34][CH2:33]4)[cH:14][cH:15][c:16]3[CH2:17][CH:18]1[CH2:19][CH2:20]2)=[O:25]. The reactants are C(C)OC(C1=C(C=NC=C1)Cl)=O (3-chloro-isonicotinic acid ethyl ester), C(C)OC(CS)=O (mercapto-acetic acid ethyl ester), [H-].[Na+] (sodium hydride). The solvent is CN(C)C=O (DMF). Run at temperature 5 celsius, time 20 minute. The product is C(C)OC(=O)C1=C(C=2C(=CN=CC2)S1)O (3-Hydroxy-thieno[2,3-c]pyridine-2-carboxylic acid ethyl ester). Isolated yield 99.3%. Reaction SMILES: C(O[C:4](=[O:12])[C:5]1[CH:10]=[CH:9][N:8]=[CH:7][C:6]=1Cl)C.[CH2:13]([O:15][C:16](=[O:19])[CH2:17][SH:18])[CH3:14].[H-].[Na+]>CN(C=O)C>[CH2:13]([O:15][C:16]([C:17]1[S:18][C:6]2=[CH:7][N:8]=[CH:9][CH:10]=[C:5]2[C:4]=1[OH:12])=[O:19])[CH3:14] |f:2.3|. Procedure details: To a cooled (5° C.) stirred solution of 3-chloro-isonicotinic acid ethyl ester (1.11 g, 6.0 mmol) and mercapto-acetic acid ethyl ester (1.8 ml, 16.7 mmol) in anhydrous DMF (20 ml), under an argon atmosphere, was added sodium hydride (15.6 mmol, 60% dispersion in oil, 622 mg) in portions over 20 minutes. Stirring was continued at 5° C. for 20 minutes, followed by 18 hours at room temperature. The reaction mixture was then quenched by the addition of water (5 ml), acidified by the addition of acet...